This data is from the Open Reaction Database (ORD), a public repository of structured organic reaction records. The task is: describe an organic reaction: reactants, conditions, products, and yield Reactants: ClC1=NC=NC(=C1C=NO)Cl (4,6-Dichloropyrimidine-5-carbaldehyde oxime), O=S(Cl)Cl (SOCl2). Run in C(Cl)(Cl)Cl (CHCl3). The product is ClC1=NC=NC(=C1C#N)Cl (4,6-dichloropyrimidine-5-carbonitrile). As a reaction SMILES: [Cl:1][C:2]1[C:7]([CH:8]=[N:9]O)=[C:6]([Cl:11])[N:5]=[CH:4][N:3]=1.O=S(Cl)Cl>C(Cl)(Cl)Cl>[Cl:1][C:2]1[C:7]([C:8]#[N:9])=[C:6]([Cl:11])[N:5]=[CH:4][N:3]=1. Procedure: 4,6-Dichloropyrimidine-5-carbaldehyde oxime (8g) was dissolved in CHCl3 (40 mL) and treated with SOCl2 (6 mL) for 2 h at rt. The solvent was removed and redissolved in DCM (5 mL). The solid was filtered and washed with DCM (5 mL). The filtrate was concd and purified by column chromatography on silica gel (dry loading, DCM/hexane, 3/1) to give 4,6-dichloropyrimidine-5-carbonitrile as a white solid. Starting materials: CC(C)(C)[Si](C)(C)OCCn1c(C(=O)N2CCC(F)(F)CC2)cc2cc(C(=O)N3CCCC3CN3CCCC3)ccc21, ClCCl, O=C(O)C(F)(F)F. The product is O=C(c1cc2cc(C(=O)N3CCCC3CN3CCCC3)ccc2n1CCO)N1CCC(F)(F)CC1. RXN SMILES: [C:1]([Si:2]([CH3:3])([CH3:4])[O:6][CH2:7][CH2:8][n:9]1[c:10]([C:31](=[O:32])[N:33]2[CH2:34][CH2:35][C:36]([F:39])([F:40])[CH2:37][CH2:38]2)[cH:11][c:12]2[cH:13][c:14]([C:18](=[O:19])[N:20]3[CH:21]([CH2:25][N:26]4[CH2:27][CH2:28][CH2:29][CH2:30]4)[CH2:22][CH2:23][CH2:24]3)[cH:15][cH:16][c:17]12)([CH3:5])([CH3:41])[CH3:42].[Cl:50][CH2:51][Cl:52].[OH:43][C:44]([C:45]([F:46])([F:47])[F:48])=[O:49]>>[OH:6][CH2:7][CH2:8][n:9]1[c:10]([C:31](=[O:32])[N:33]2[CH2:34][CH2:35][C:36]([F:39])([F:40])[CH2:37][CH2:38]2)[cH:11][c:12]2[cH:13][c:14]([C:18](=[O:19])[N:20]3[CH:21]([CH2:25][N:26]4[CH2:27][CH2:28][CH2:29][CH2:30]4)[CH2:22][CH2:23][CH2:24]3)[cH:15][cH:16][c:17]12. Reactants: Cc1ccc(S(=O)(=O)O)cc1, CCOC(C)=O, CO, Cc1ccc(-c2cn(CCOC3CCCCO3)nn2)cc1C(=O)c1ccc(Nc2ccc(F)cc2F)cc1Cl, O. The product is Cc1ccc(-c2cn(CCO)nn2)cc1C(=O)c1ccc(Nc2ccc(F)cc2F)cc1Cl. RXN SMILES: [CH3:40][c:41]1[cH:42][cH:43][c:44]([S:45](=[O:46])(=[O:47])[OH:48])[cH:49][cH:50]1.[CH3:51][CH2:52][O:53][C:54]([CH3:55])=[O:56].[CH3:58][OH:59].[Cl:1][c:2]1[c:3]([C:17](=[O:18])[c:19]2[c:20]([CH3:39])[cH:21][cH:22][c:23](-[c:25]3[n:26][n:27][n:28]([CH2:30][CH2:31][O:32][CH:33]4[CH2:34][CH2:35][CH2:36][CH2:37][O:38]4)[cH:29]3)[cH:24]2)[cH:4][cH:5][c:6]([NH:8][c:9]2[c:10]([F:16])[cH:11][c:12]([F:15])[cH:13][cH:14]2)[cH:7]1.[OH2:57]>>[Cl:1][c:2]1[c:3]([C:17](=[O:18])[c:19]2[c:20]([CH3:39])[cH:21][cH:22][c:23](-[c:25]3[n:26][n:27][n:28]([CH2:30][CH2:31][OH:32])[cH:29]3)[cH:24]2)[cH:4][cH:5][c:6]([NH:8][c:9]2[c:10]([F:16])[cH:11][c:12]([F:15])[cH:13][cH:14]2)[cH:7]1. The reactants are O=C([O-])[O-], CNN, Cc1nc(Cl)cc(-c2ccccc2)n1, [K+], [K+], C1COCCO1. The product is Cc1nc(-c2ccccc2)cc(N(C)N)n1. RXN SMILES: [C:18](=[O:19])([O-:20])[O-:21].[CH3:15][NH:16][NH2:17].[Cl:1][c:2]1[n:3][c:4]([CH3:14])[n:5][c:6](-[c:8]2[cH:9][cH:10][cH:11][cH:12][cH:13]2)[cH:7]1.[K+:22].[K+:23].[O:24]1[CH2:25][CH2:26][O:27][CH2:28][CH2:29]1>>[c:2]1([N:16]([CH3:15])[NH2:17])[n:3][c:4]([CH3:14])[n:5][c:6](-[c:8]2[cH:9][cH:10][cH:11][cH:12][cH:13]2)[cH:7]1.